From a dataset of the Open Reaction Database (ORD), a public repository of structured organic reaction records. describe an organic reaction: reactants, conditions, products, and yield Product: C1(CC1)[C@@H](C1=CC(=CC=C1)C(C)C)NC(=O)C=1C=C2C(=C(N(C2=CC1)CC1=CC=C(C=C1)C=1C(=CC=CC1)C(=O)O)C)C ((S)-4′-((5-((cyclopropyl(3-isopropylphenyl)methyl)carbamoyl)-2,3-dimethyl-1H-indol-1-yl)methyl)-[1,1′-biphenyl]-2-carboxylic acid). Reaction SMILES: [CH:1]1([C@@H:4]([C:6]2[CH:11]=[CH:10][CH:9]=[C:8]([CH:12]([CH3:14])[CH3:13])[CH:7]=2)[NH2:5])[CH2:3][CH2:2]1.C([O:19][C:20]([C:22]1[CH:27]=[CH:26][CH:25]=[CH:24][C:23]=1[C:28]1[CH:33]=[CH:32][C:31]([CH2:34][N:35]2[C:43]3[C:38](=[CH:39][C:40]([C:44](O)=[O:45])=[CH:41][CH:42]=3)[C:37]([CH3:47])=[C:36]2[CH3:48])=[CH:30][CH:29]=1)=[O:21])(C)(C)C>>[CH:1]1([C@H:4]([NH:5][C:44]([C:40]2[CH:39]=[C:38]3[C:43](=[CH:42][CH:41]=2)[N:35]([CH2:34][C:31]2[CH:30]=[CH:29][C:28]([C:23]4[C:22]([C:20]([OH:21])=[O:19])=[CH:27][CH:26]=[CH:25][CH:24]=4)=[CH:33][CH:32]=2)[C:36]([CH3:48])=[C:37]3[CH3:47])=[O:45])[C:6]2[CH:11]=[CH:10][CH:9]=[C:8]([CH:12]([CH3:14])[CH3:13])[CH:7]=2)[CH2:2][CH2:3]1. Reported procedure: The title compound was prepared following the same general protocol as described in Step 1-2, Example 19, using (S)-cyclopropyl(3-isopropylphenyl)methanamine and 1-((2′-(tert-butoxycarbonyl)-[1,1′-biphenyl]-4-yl)methyl)-2,3-dimethyl-1H-indole-5-carboxylic acid. ESI-MS (m/z): 571 [M+H]+. The reactants are C1(CC1)[C@H](N)C1=CC(=CC=C1)C(C)C ((S)-cyclopropyl(3-isopropylphenyl)methanamine), C(C)(C)(C)OC(=O)C1=C(C=CC=C1)C1=CC=C(C=C1)CN1C(=C(C2=CC(=CC=C12)C(=O)O)C)C (1-((2′-(tert-butoxycarbonyl)-[1,1′-biphenyl]-4-yl)methyl)-2,3-dimethyl-1H-indole-5-carboxylic acid).